This data is from the Open Reaction Database (ORD), a public repository of structured organic reaction records. The task is: describe an organic reaction: reactants, conditions, products, and yield Starting materials: O (water), N1=CC(=CC=C1)C(=O)CC1=C(C=C(C=C1)Cl)Cl (2,4-dichlorobenzyl 3-pyridyl ketone), CI (methyl iodide), [H-].[Na+] (sodium hydride). Run in CN(C=O)C (dimethylformamide). Run at time 3 hour. Product: ClC1=C(C=CC(=C1)Cl)C(C(=O)C=1C=NC=CC1)C (2-(2,4-dichlorophenyl)-1-(3-pyridyl)-1-propanone). Reaction SMILES: [N:1]1[CH:6]=[CH:5][CH:4]=[C:3]([C:7]([CH2:9][C:10]2[CH:15]=[CH:14][C:13]([Cl:16])=[CH:12][C:11]=2[Cl:17])=[O:8])[CH:2]=1.[H-].[Na+].[CH3:20]I.O>CN(C)C=O>[Cl:17][C:11]1[CH:12]=[C:13]([Cl:16])[CH:14]=[CH:15][C:10]=1[CH:9]([CH3:20])[C:7]([C:3]1[CH:2]=[N:1][CH:6]=[CH:5][CH:4]=1)=[O:8] |f:1.2|. Procedure details: 28 g of 2,4-dichlorobenzyl 3-pyridyl ketone are dissolved in 800 ml of dimethylformamide and treated portionwise at 0° C. with 5.5 g of sodium hydride (50% dispersion in oil). After 2 hours at room temperature 14.9 g of methyl iodide are added and the mixture is stirred at room temperature for a further 3 hours. The mixture is then poured into water and extracted with diethyl ether. The organic phase is washed, dried over anhydrous sodium sulfate and subsequently concentrated. By chromatography ... The reactants are O=C(O)O, Cc1cccc(C)c1-c1cccc(COc2ccc(C(O)CCOC(c3ccccc3)(c3ccccc3)c3ccccc3)cn2)c1, CC(=O)OC(C)=O, [Cl-], [Na+], c1ccncc1. The product is CC(=O)OC(CCOC(c1ccccc1)(c1ccccc1)c1ccccc1)c1ccc(OCc2cccc(-c3c(C)cccc3C)c2)nc1. RXN SMILES: [C:55](=[O:56])([OH:57])[OH:58].[CH3:1][c:2]1[c:3](-[c:9]2[cH:10][c:11]([CH2:15][O:16][c:17]3[cH:18][cH:19][c:20]([CH:23]([CH2:24][CH2:25][O:26][C:27]([c:28]4[cH:29][cH:30][cH:31][cH:32][cH:33]4)([c:34]4[cH:35][cH:36][cH:37][cH:38][cH:39]4)[c:40]4[cH:41][cH:42][cH:43][cH:44][cH:45]4)[OH:46])[cH:21][n:22]3)[cH:12][cH:13][cH:14]2)[c:4]([CH3:8])[cH:5][cH:6][cH:7]1.[CH3:47][C:48](=[O:49])[O:50][C:51](=[O:52])[CH3:53].[Cl-:54].[Na+:59].[cH:60]1[cH:61][cH:62][n:63][cH:64][cH:65]1>>[CH3:1][c:2]1[c:3](-[c:9]2[cH:10][c:11]([CH2:15][O:16][c:17]3[cH:18][cH:19][c:20]([CH:23]([CH2:24][CH2:25][O:26][C:27]([c:28]4[cH:29][cH:30][cH:31][cH:32][cH:33]4)([c:34]4[cH:35][cH:36][cH:37][cH:38][cH:39]4)[c:40]4[cH:41][cH:42][cH:43][cH:44][cH:45]4)[O:46][C:48]([CH3:47])=[O:49])[cH:21][n:22]3)[cH:12][cH:13][cH:14]2)[c:4]([CH3:8])[cH:5][cH:6][cH:7]1. The reactants are [BH4-], CO, CC(C)O, NC1CC1, Cc1cc(Nc2nc(C(=O)c3ccc(F)cc3)nc3ccccc23)n[nH]1, [Na+]. Product: Cc1cc(Nc2nc(C(NC3CC3)c3ccc(F)cc3)nc3ccccc23)n[nH]1. Reaction SMILES: [BH4-:31].[CH3:33][OH:34].[CH3:35][CH:36]([OH:37])[CH3:38].[CH:27]1([NH2:30])[CH2:28][CH2:29]1.[F:1][c:2]1[cH:3][cH:4][c:5]([C:8](=[O:9])[c:10]2[n:11][c:12]3[cH:13][cH:14][cH:15][cH:16][c:17]3[c:18]([NH:20][c:21]3[n:22][nH:23][c:24]([CH3:26])[cH:25]3)[n:19]2)[cH:6][cH:7]1.[Na+:32]>>[F:1][c:2]1[cH:3][cH:4][c:5]([CH:8]([c:10]2[n:11][c:12]3[cH:13][cH:14][cH:15][cH:16][c:17]3[c:18]([NH:20][c:21]3[n:22][nH:23][c:24]([CH3:26])[cH:25]3)[n:19]2)[NH:30][CH:27]2[CH2:28][CH2:29]2)[cH:6][cH:7]1. Reactants: ClCCl (dichloromethane), FC1=CC=C(C=C1)C#CCCO (4-(4-fluorophenyl)-3-butyn-1-ol), CS(=O)(=O)Cl (methanesulfonyl chloride). The solvent is C(C)N(CC)CC (triethylamine). Product: FC1=CC=C(C=C1)C#CCCOS(=O)(=O)C (4-(4-fluorophenyl)-1-methanesulfonyloxy-3-butyne). As a reaction SMILES: ClCCl.[F:4][C:5]1[CH:10]=[CH:9][C:8]([C:11]#[C:12][CH2:13][CH2:14][OH:15])=[CH:7][CH:6]=1.[CH3:16][S:17](Cl)(=[O:19])=[O:18]>C(N(CC)CC)C>[F:4][C:5]1[CH:6]=[CH:7][C:8]([C:11]#[C:12][CH2:13][CH2:14][O:15][S:17]([CH3:16])(=[O:19])=[O:18])=[CH:9][CH:10]=1. Procedure details: To a mixture of 250 ml. of dichloromethane, 25 g. 4-(4-fluorophenyl)-3-butyn-1-ol and 16.7 g. of triethylamine cooled in an ice-salt bath to -10° C. is added dropwise, over 15 minutes, 18.9 g. of methanesulfonyl chloride. The mixture is cooled at -10° C. to -15° C. for 30 minutes and then washed with 300 ml. each of cold water, 10% hydrochloric acid, sodium carbonate solution and with saturated sodium chloride solution. The organic layer is dried with magnesium sulfate and concentrated in vacuo ... Reactants: COC=1C(=NC=C(N1)C)CN1CCC(CC1)C(CC1=C(C=CC=C1)F)=O (1-[1-(3-methoxy-5-methyl-2-pyrazinylmethyl)piperidin-4-yl]-2-(2-fluorophenyl)ethanone), O (Water). Run in I[Si](C)(C)C (iodotrimethylsilane), ClCCl (dichloromethane), I[Si](C)(C)C (iodotrimethylsilane). Run at time 45 minute. Yields the product FC1=C(C=CC=C1)CC(=O)C1CCN(CC1)CC=1C(NC(=CN1)C)=O (3-[4-[2-(2-Fluorophenyl)acetyl]piperidino]methyl-6-methyl-1H-pyrazin-2-one). Isolated yield 27.2%. As a reaction SMILES: C[O:2][C:3]1[C:4]([CH2:10][N:11]2[CH2:16][CH2:15][CH:14]([C:17](=[O:26])[CH2:18][C:19]3[CH:24]=[CH:23][CH:22]=[CH:21][C:20]=3[F:25])[CH2:13][CH2:12]2)=[N:5][CH:6]=[C:7]([CH3:9])[N:8]=1.O>ClCCl.I[Si](C)(C)C>[F:25][C:20]1[CH:21]=[CH:22][CH:23]=[CH:24][C:19]=1[CH2:18][C:17]([CH:14]1[CH2:13][CH2:12][N:11]([CH2:10][C:4]2[C:3](=[O:2])[NH:8][C:7]([CH3:9])=[CH:6][N:5]=2)[CH2:16][CH2:15]1)=[O:26]. Reported procedure: After dissolving 352 mg of 1-[1-(3-methoxy-5-methyl-2-pyrazinylmethyl)piperidin-4-yl]-2-(2-fluorophenyl)ethanone in 3 ml of dichloromethane, 0.5 ml of iodotrimethylsilane was added and the mixture was stirred for 45 minutes at room temperature. Next, 2 ml of iodotrimethylsilane was added and the mixture was further stirred for 2 hours at room temperature. Water was added to the reaction solution, the mixture was rendered alkaline with sodium carbonate, and extraction was performed with dichlorom...